From a dataset of the Open Reaction Database (ORD), a public repository of structured organic reaction records. describe an organic reaction: reactants, conditions, products, and yield Reactants: C1(=CC=CC=C1)N1C(N(C(C1)=O)C)=N (1-phenyl-2-imino-3-methyl-4-oxoimidazolidine), COS(=O)(=O)F (methylfluorosulfonate). RXN SMILES: [C:1]1([N:7]2[CH2:11][C:10](=[O:12])[N:9]([CH3:13])[C:8]2=[NH:14])[CH:6]=[CH:5][CH:4]=[CH:3][CH:2]=1.[CH3:15]OS(F)(=O)=O>C(Cl)Cl>[C:1]1([N:7]2[CH2:11][C:10](=[O:12])[N:9]([CH3:13])[C:8]2=[N:14][CH3:15])[CH:2]=[CH:3][CH:4]=[CH:5][CH:6]=1. Product: C1(=CC=CC=C1)N1C(N(C(C1)=O)C)=NC (1-Phenyl-2-methylimino-3-methyl-4-oxoimidazolidine). Solvent: C(Cl)Cl (methylene chloride). Reported procedure: 3.78 g. of 1-phenyl-2-imino-3-methyl-4-oxoimidazolidine, 40 ml. dry methylene chloride and 6 ml. of methylfluorosulfonate are mixed and stirred in a flash equipped with a drying tube at room temperature. After 20 hours the solid was filtered and the filtrate was stripped to dryness. The residue was treated with 30 ml. of water and extracted once with ether. The aqueous layer was separated and added slowly to 12 ml. of 5N NaOH with cooling and stirring. The white precipitate was filtered, washed ... The reactants are [Li]C(C)(C)C (tert-BuLi), C(C1=CC=CC=C1)=O (benzaldehyde), Cl (hydrochloric acid), C(C(C(F)(F)F)(F)F)(F)F (1H-heptafluoropropane). Run in CCCCC (pentane), CCOCC (ether), CCOCC (ether). Conditions: temperature -80 celsius, time 30 minute. The product is FC(C(F)(F)C1=C(C=CC=C1)O)(C(F)(F)F)F (heptafluoropropylphenyl alcohol). Yield: 70.0%. Reaction SMILES: [CH:1]([F:10])([F:9])[C:2]([F:8])([F:7])[C:3]([F:6])([F:5])[F:4].[Li][C:12]([CH3:15])([CH3:14])C.[CH:16](=[O:23])[C:17]1C=CC=C[CH:18]=1.Cl>CCCCC.CCOCC>[F:7][C:2]([F:8])([C:3]([F:6])([F:5])[F:4])[C:1]([C:14]1[CH:12]=[CH:15][CH:18]=[CH:17][C:16]=1[OH:23])([F:10])[F:9]. Procedure: 60 ml of ether and 3.6 g (30 mmol) of 1H-heptafluoropropane were placed in a 4-neck flask fitted with anchor stirrer, dropping funnel, and internal thermometer and the mixture was cooled to −80° C. 9 g (20 mmol) of tert-BuLi as a 15% strength solution in pentane were then added dropwise and the mixture was stirred for another 30 minutes at this temperature. 2.1 g (20 mmol) of benzaldehyde in 10 ml of ether were subsequently added dropwise. After stirring at −80° C. for 2 hours, the yellow soluti... Reactants: CNCCC(=O)N1C2=C(NC(C3=C1C=CC=C3)=O)C=CC=C2 (5-(3-methylaminopropionyl)-10,11-dihydrodibenzo [b,e][1,4]diazepin-11-one), CC1=CC=C(CCBr)C=C1 (4-methylphenethyl bromide), C(O)([O-])=O.[Na+] (sodium hydrogen carbonate). Solvent: C(C)#N (acetonitrile). Yields the product CC1=CC=C(CCN(C)CCC(=O)N2C3=C(NC(C4=C2C=CC=C4)=O)C=CC=C3)C=C1 (5- {3-[N-(4-Methylphenethyl)-N-methylamino]propionyl }-10,11-dihydrodibenzo [b,e][1,4]diazepin-11-one). RXN SMILES: [CH3:1][NH:2][CH2:3][CH2:4][C:5]([N:7]1[C:13]2[CH:14]=[CH:15][CH:16]=[CH:17][C:12]=2[C:11](=[O:18])[NH:10][C:9]2[CH:19]=[CH:20][CH:21]=[CH:22][C:8]1=2)=[O:6].[CH3:23][C:24]1[CH:32]=[CH:31][C:27]([CH2:28][CH2:29]Br)=[CH:26][CH:25]=1.C(=O)([O-])O.[Na+]>C(#N)C>[CH3:23][C:24]1[CH:32]=[CH:31][C:27]([CH2:28][CH2:29][N:2]([CH2:3][CH2:4][C:5]([N:7]2[C:13]3[CH:14]=[CH:15][CH:16]=[CH:17][C:12]=3[C:11](=[O:18])[NH:10][C:9]3[CH:19]=[CH:20][CH:21]=[CH:22][C:8]2=3)=[O:6])[CH3:1])=[CH:26][CH:25]=1 |f:2.3|. Reported procedure: A mixture of 5-(3-methylaminopropionyl)-10,11-dihydrodibenzo [b,e][1,4]diazepin-11-one (0.20 g) (J. Med. Chem., 1963, 6, 255), 4-methylphenethyl bromide (0.14 g) and sodium hydrogen carbonate (60 mg) in acetonitrile (20 ml) was heated under reflux for 16 hours and evaporated. The residue was partitioned between water and dichloromethane and the organic layer washed with brine, dried over MgSO4 and evaporated. The residue was purified by chromatography on silica using dichloromethane plus 0-20% m... Starting materials: [BH4-], CN(C)C=O, ClCCCl, CC(C)(C)C(=O)C(=Cc1ccc(Cl)cc1Cl)n1cncn1, Cl, [H][H], [Na+]. RXN SMILES: [BH4-:1].[CH3:31][N:32]([CH3:33])[CH:34]=[O:35].[Cl:27][CH2:28][CH2:29][Cl:30].[Cl:5][c:6]1[c:7]([CH:13]=[C:14]([C:15]([C:16]([CH3:17])([CH3:18])[CH3:19])=[O:20])[n:21]2[n:22][cH:23][n:24][cH:25]2)[cH:8][cH:9][c:10]([Cl:12])[cH:11]1.[ClH:26].[H:3][H:4].[Na+:2]>>[Cl:5][c:6]1[c:7]([CH:13]=[C:14]([CH:15]([C:16]([CH3:17])([CH3:18])[CH3:19])[OH:20])[n:21]2[n:22][cH:23][n:24][cH:25]2)[cH:8][cH:9][c:10]([Cl:12])[cH:11]1. The product is CC(C)(C)C(O)C(=Cc1ccc(Cl)cc1Cl)n1cncn1. Starting materials: C(CCl)Cl (EDC), C1=CC2=C(N=C1)N(N=N2)O (HOAt), CCN(C(C)C)C(C)C (DIPEA), C(C)(C)(C)OC(=O)NC=1C(=CC(=NC1)OC)CC(=O)O ((5-tert-Butoxycarbonylamino-2-methoxy-pyridin-4-yl)-acetic acid). Solvent: C(Cl)Cl (DCM). Run at time 2 hour. The product is C(C)(C)(C)OC(=O)N1C(CC=2C1=CN=C(C2)OC)=O (5-Methoxy-2-oxo-2,3-dihydro-pyrrolo[2,3-c]pyridine-1-carboxylic acid tert-butyl ester). The yield is 101.5%. As a reaction SMILES: [C:1]([O:5][C:6]([NH:8][C:9]1[C:10]([CH2:17][C:18]([OH:20])=O)=[CH:11][C:12]([O:15][CH3:16])=[N:13][CH:14]=1)=[O:7])([CH3:4])([CH3:3])[CH3:2].C(Cl)CCl.C1C=NC2N(O)N=NC=2C=1.CCN(C(C)C)C(C)C>C(Cl)Cl>[C:1]([O:5][C:6]([N:8]1[C:9]2=[CH:14][N:13]=[C:12]([O:15][CH3:16])[CH:11]=[C:10]2[CH2:17][C:18]1=[O:20])=[O:7])([CH3:4])([CH3:3])[CH3:2]. Procedure details: (5-tert-Butoxycarbonylamino-2-methoxy-pyridin-4-yl)-acetic acid (10 g, 35.4 mmol) was dissovled in DCM (142 mL) and EDC (7.5 g, 39 mmol), HOAt (5.4 g, 39 mmol) and DIPEA (15 mL, 85.7 mmol) were sequentially added, under N2. The reaction was stirred for 2 h at ambient temperature then quenched by addition of saturated aqueous NaHCO3 and extracted with DCM (×3). The combined organic extracts were washed with water and brine then dried over MgSO4 and concentrated in vacuo. The product was purified ... The reactants are C(C)OC(=O)C1(N=NC=C1)C(CBr)=O (3-(2-bromoacetyl)pyrazole-3-carboxylic acid ethyl ester), C(C1=CN=CC=C1)(=S)N (thionicotinamide), C(C)O (ethanol), C([O-])(O)=O.[Na+] (sodium bicarbonate). Run in O (water). The product is C(C)OC(=O)C1=NNC(=C1)C=1N=C(SC1)C=1C=NC=CC1 (3-ethoxycarbonyl-5-(2-(3-pyridinyl)thiazol-4-yl)pyrazole). As a reaction SMILES: [CH2:1]([O:3][C:4]([C:6]1(C(=O)CBr)[CH:10]=[CH:9][N:8]=[N:7]1)=[O:5])[CH3:2].[C:15]([NH2:23])(=[S:22])[C:16]1[CH:21]=[CH:20][CH:19]=[N:18][CH:17]=1.[CH2:24](O)[CH3:25].C(=O)(O)[O-].[Na+]>O>[CH2:1]([O:3][C:4]([C:6]1[CH:10]=[C:9]([C:24]2[N:23]=[C:15]([C:16]3[CH:17]=[N:18][CH:19]=[CH:20][CH:21]=3)[S:22][CH:25]=2)[NH:8][N:7]=1)=[O:5])[CH3:2] |f:3.4|. Reported procedure: A mixture of 3-(2-bromoacetyl)pyrazole-3-carboxylic acid ethyl ester (7.00 g), thionicotinamide (3.51 g), and ethanol (50 ml) was refluxed for 16 hours. The resulting mixture was poured into 400 ml of water, and neutralized with 10 g of sodium bicarbonate. Filtration afforded 5.82 g of 3-ethoxycarbonyl-5-(2-(3-pyridinyl)thiazol-4-yl)pyrazole as yellow solids, mp 105°-107° C. NMR: 1.43 (t, 3H), 4.44 (q, 2H), 7.26 (s, 1H, 5-thiazolyl H), 7.70 (s, 1H, 4-pyrazolyl H), 7.42, 8.30, 8.73, 9.27 (4 m, 4H...